Task: describe an organic reaction: reactants, conditions, products, and yield. Dataset: the Open Reaction Database (ORD), a public repository of structured organic reaction records Reactants: CC(=O)O, CCO, COC(=O)NC1CN(Cc2ccccc2)CC1N1CC(F)(F)CCC1=O, [OH-], [OH-], [Pd+2]. Product: COC(=O)NC1CNCC1N1CC(F)(F)CCC1=O. As a reaction SMILES: [C:30]([OH:31])(=[O:32])[CH3:33].[CH2:34]([OH:35])[CH3:36].[CH3:1][O:2][C:3]([NH:4][CH:5]1[CH2:6][N:7]([CH2:19][c:20]2[cH:21][cH:22][cH:23][cH:24][cH:25]2)[CH2:8][CH:9]1[N:10]1[C:11](=[O:18])[CH2:12][CH2:13][C:14]([F:16])([F:17])[CH2:15]1)=[O:26].[OH-:27].[OH-:29].[Pd+2:28]>>[CH3:1][O:2][C:3]([NH:4][CH:5]1[CH2:6][NH:7][CH2:8][CH:9]1[N:10]1[C:11](=[O:18])[CH2:12][CH2:13][C:14]([F:16])([F:17])[CH2:15]1)=[O:26].